This data is from the Open Reaction Database (ORD), a public repository of structured organic reaction records. The task is: describe an organic reaction: reactants, conditions, products, and yield Starting materials: CCOC(=O)/N=N/C(=O)OCC (DEAD), CC1=NC(=NO1)C1=CC(=C(C(=C1)C)O)C (4-(5-methyl-1,2,4-oxadiazol-3-yl)-2,6-dimethylphenol), COC1=NC=C(C=C1)CCCO (2-methoxy-5-(3-hydroxypropyl)-pyridine), C1(=CC=CC=C1)P(C1=CC=CC=C1)C1=CC=CC=C1 (triphenylphosphine). Run in C(Cl)Cl (methylene chloride). The product is COC1=NC=C(C=C1)CCCOC1=C(C=C(C=C1C)C1=NOC(=N1)C)C (2-methoxy-5-[3-[4-(5-methyl-1,2,4-oxadiazol-3-yl)-2,6-dimethylphenoxy]-propyl]-pyridine). Isolated yield 72.6%. Reaction SMILES: [CH3:1][C:2]1[O:6][N:5]=[C:4]([C:7]2[CH:12]=[C:11]([CH3:13])[C:10]([OH:14])=[C:9]([CH3:15])[CH:8]=2)[N:3]=1.[CH3:16][O:17][C:18]1[CH:23]=[CH:22][C:21]([CH2:24][CH2:25][CH2:26]O)=[CH:20][N:19]=1.C1(P(C2C=CC=CC=2)C2C=CC=CC=2)C=CC=CC=1.CCOC(/N=N/C(OCC)=O)=O>C(Cl)Cl>[CH3:16][O:17][C:18]1[CH:23]=[CH:22][C:21]([CH2:24][CH2:25][CH2:26][O:14][C:10]2[C:11]([CH3:13])=[CH:12][C:7]([C:4]3[N:3]=[C:2]([CH3:1])[O:6][N:5]=3)=[CH:8][C:9]=2[CH3:15])=[CH:20][N:19]=1. Reported procedure: To a suspension of 0.81 g (3.9 mmol) of 4-(5-methyl-1,2,4-oxadiazol-3-yl)-2,6-dimethylphenol, 0.8 g (1.2 eq) of 2-methoxy-5-(3-hydroxypropyl)-pyridine, 1.4 g (1.2 eq) of triphenylphosphine in 70 ml of methylene chloride under nitrogen at 5° C. was added in portions 0.88 g (1.2 eq) of DEAD. The mixture was concentrated in vacuo, the residue was triturated with ether, filtered, and the crude product was purified by MPLC (50 id,Kieselgel 60 column, hexane/ethyl acetate, 2:1) and recrystallization f... The reactants are O=C(O)c1c(-c2ccccc2)c2cc(Cl)ccc2c(=O)n1OCc1ccccc1, C1CCOC1, O=C(Cl)C(=O)Cl, CN(C)C=O. Yields the product O=C(Cl)c1c(-c2ccccc2)c2cc(Cl)ccc2c(=O)n1OCc1ccccc1. As a reaction SMILES: [CH2:1]([c:2]1[cH:3][cH:4][cH:5][cH:6][cH:7]1)[O:8][n:9]1[c:10](=[O:29])[c:11]2[cH:12][cH:13][c:14]([Cl:28])[cH:15][c:16]2[c:17](-[c:22]2[cH:23][cH:24][cH:25][cH:26][cH:27]2)[c:18]1[C:19](=[O:20])[OH:21].[CH2:41]1[O:42][CH2:43][CH2:44][CH2:45]1.[Cl:30][C:31]([C:32]([Cl:33])=[O:34])=[O:35].[O:36]=[CH:37][N:38]([CH3:39])[CH3:40]>>[CH2:1]([c:2]1[cH:3][cH:4][cH:5][cH:6][cH:7]1)[O:8][n:9]1[c:10](=[O:29])[c:11]2[cH:12][cH:13][c:14]([Cl:28])[cH:15][c:16]2[c:17](-[c:22]2[cH:23][cH:24][cH:25][cH:26][cH:27]2)[c:18]1[C:19](=[O:20])[Cl:30].